From a dataset of the Open Reaction Database (ORD), a public repository of structured organic reaction records. describe an organic reaction: reactants, conditions, products, and yield The reactants are Cl.N1C(CCC2=CC=CC=C12)C(=O)O ((±)-1,2,3,4-Tetrahydro-2-quinolinecarboxylic acid hydrochloride), C(C1=CC=CC=C1)(=O)SC(C(=O)Cl)C (2-benzoylthiopropanoyl chloride), Cl (hydrochloric acid). The solvent is N1=CC=CC=C1 (pyridine). Run at time 8 hour. Product: C(C1=CC=CC=C1)(=O)SC(C(=O)N1C(CCC2=CC=CC=C12)C(=O)O)C ((±)-1-(2-Benzoylthio-1-oxopropyl)-1,2,3,4-tetrahydro-2-quinolinecarboxylic Acid). RXN SMILES: Cl.[NH:2]1[C:11]2[C:6](=[CH:7][CH:8]=[CH:9][CH:10]=2)[CH2:5][CH2:4][CH:3]1[C:12]([OH:14])=[O:13].[C:15]([S:23][CH:24]([CH3:28])[C:25](Cl)=[O:26])(=[O:22])[C:16]1[CH:21]=[CH:20][CH:19]=[CH:18][CH:17]=1.Cl>N1C=CC=CC=1>[C:15]([S:23][CH:24]([CH3:28])[C:25]([N:2]1[C:11]2[C:6](=[CH:7][CH:8]=[CH:9][CH:10]=2)[CH2:5][CH2:4][CH:3]1[C:12]([OH:14])=[O:13])=[O:26])(=[O:22])[C:16]1[CH:21]=[CH:20][CH:19]=[CH:18][CH:17]=1 |f:0.1|. Reported procedure: (±)-1,2,3,4-Tetrahydro-2-quinolinecarboxylic acid hydrochloride (43 g) in pyridine (300 ml) was treated dropwise with 2-benzoylthiopropanoyl chloride (46 g) with vigorous stirring. After stirring at room temperature overnight, the mixture was poured onto ice (300 g) and acidified with concentrated hydrochloric acid. The product was extracted with ether and the ether extracts combined, dried over sodium sulfate, and concentrated to dryness in vacuo. The residue, (±)-1-(2-benzoylthio-1-oxopropyl)-... The reactants are ( I ), [N-]=C=S (isothiocyanate), C(NN)(=O)OCC (ethyl carbazate). Yields the product C(=O)(OCC)NNC(=S)N (1-(carbethoxy)thiosemicarbazide). Reaction SMILES: [N-:1]=[C:2]=[S:3].[C:4]([O:8][CH2:9][CH3:10])(=[O:7])[NH:5][NH2:6]>>[C:4]([NH:5][NH:6][C:2]([NH2:1])=[S:3])([O:8][CH2:9][CH3:10])=[O:7]. Procedure: For the synthesis of compounds of formula (I) wherein E=--S--, Reaction Schemes 13 and 14 may be utilized. In Reaction Scheme 13, the isothiocyanate 22 is reacted with ethyl carbazate (8) to give the 1-(carbethoxy)thiosemicarbazide 48. By standard conditions, 48 is S-alkylated to yield 49, which can be cyclized to the triazolinone 50 by heating, optionally in the presence of base or acid [F. Kurzer and D. R. Hanks, Chem. Ind. (London), 1143 (1966)]. Finally, alkylation of the triazolinone as in ... Starting materials: CO, CC(=Cc1cccc(-n2nc(-c3ccccc3F)cc2N)c1)C(N)=O. The product is CC(Cc1cccc(-n2nc(-c3ccccc3F)cc2N)c1)C(N)=O. As a reaction SMILES: [CH3:26][OH:27].[NH2:1][c:2]1[cH:3][c:4](-[c:19]2[c:20]([F:25])[cH:21][cH:22][cH:23][cH:24]2)[n:5][n:6]1-[c:7]1[cH:8][c:9]([CH:13]=[C:14]([C:15](=[O:16])[NH2:17])[CH3:18])[cH:10][cH:11][cH:12]1>>[NH2:1][c:2]1[cH:3][c:4](-[c:19]2[c:20]([F:25])[cH:21][cH:22][cH:23][cH:24]2)[n:5][n:6]1-[c:7]1[cH:8][c:9]([CH2:13][CH:14]([C:15](=[O:16])[NH2:17])[CH3:18])[cH:10][cH:11][cH:12]1. The reactants are CCOCC(=O)Cl, ClCCl, CCNc1cccc(N)c1C#N, O, c1ccncc1. Product: CCNc1cccc(NC(=O)COCC)c1C#N. Reaction SMILES: [CH2:19]([CH3:20])[O:21][CH2:22][C:23](=[O:24])[Cl:25].[CH2:27]([Cl:28])[Cl:29].[NH2:1][c:2]1[c:3]([C:4]#[N:5])[c:6]([NH:10][CH2:11][CH3:12])[cH:7][cH:8][cH:9]1.[OH2:26].[cH:13]1[cH:14][cH:15][n:16][cH:17][cH:18]1>>[NH:1]([c:2]1[c:3]([C:4]#[N:5])[c:6]([NH:10][CH2:11][CH3:12])[cH:7][cH:8][cH:9]1)[C:23]([CH2:22][O:21][CH2:19][CH3:20])=[O:24]. Starting materials: ClC1=CC(=C2C(=C(C(=NC2=C1)C)CC1=CC=C(C=C1)Cl)C)OS(=O)(=O)C(F)(F)F (trifluoromethanesulfonic acid 7-chloro-3-(4-chlorobenzyl)-2,4-dimethylquinolin-5-yl ester), ClC1=C2C(=C(C(=NC2=CC(=C1)OS(=O)(=O)C(F)(F)F)C)CC1=CC=C(C=C1)Cl)C (trifluoromethanesulfonic acid 5-chloro-3-(4-chlorobenzyl)-2,4-dimethylquinolin-7-yl ester), C(C)(C)(C)[Si](C)(C)OC(=C)OC (tert-butyl-(1-methoxyvinyloxy)-dimethyl silane), C(C)(=O)[O-].[Na+] (sodium acetate). Reagents/catalysts: [Pd].C(C1=CC=CC=C1)=CC(=O)C=CC1=CC=CC=C1.C(C1=CC=CC=C1)=CC(=O)C=CC1=CC=CC=C1 (bis(dibenzylideneacetone) palladium), C1(=CC=CC=C1)P([C-]1C=CC=C1)C1=CC=CC=C1.[C-]1(C=CC=C1)P(C1=CC=CC=C1)C1=CC=CC=C1.[Fe+2] (1,1′-bis(diphenylphospino) ferrocene). The solvent is C(C)(=O)OCC (ethyl acetate), CN(C=O)C (N,N-dimethylformamide). Run at temperature 120 celsius. The product is COC(CC1=C2C(=C(C(=NC2=CC(=C1)Cl)C)CC1=CC=C(C=C1)Cl)C)=O ([7-chloro-3-(4-chlorobenzyl)-2,4-dimethylquinolin-5-yl]acetic Acid Methyl Ester). As a reaction SMILES: [Cl:1][C:2]1[CH:11]=[C:10]2[C:5]([C:6]([CH3:21])=[C:7]([CH2:13][C:14]3[CH:19]=[CH:18][C:17]([Cl:20])=[CH:16][CH:15]=3)[C:8]([CH3:12])=[N:9]2)=[C:4](OS(C(F)(F)F)(=O)=O)[CH:3]=1.ClC1C=C(OS(C(F)(F)F)(=O)=O)C=C2C=1C(C)=C(CC1C=CC(Cl)=CC=1)C(C)=N2.C([Si]([O:66][C:67]([O:69][CH3:70])=[CH2:68])(C)C)(C)(C)C.C([O-])(=O)C.[Na+]>CN(C)C=O.C(OCC)(=O)C.[Pd].C(=CC(C=CC1C=CC=CC=1)=O)C1C=CC=CC=1.C(=CC(C=CC1C=CC=CC=1)=O)C1C=CC=CC=1.C1(P(C2C=CC=CC=2)[C-]2C=CC=C2)C=CC=CC=1.[C-]1(P(C2C=CC=CC=2)C2C=CC=CC=2)C=CC=C1.[Fe+2]>[CH3:70][O:69][C:67](=[O:66])[CH2:68][C:4]1[CH:3]=[C:2]([Cl:1])[CH:11]=[C:10]2[C:5]=1[C:6]([CH3:21])=[C:7]([CH2:13][C:14]1[CH:19]=[CH:18][C:17]([Cl:20])=[CH:16][CH:15]=1)[C:8]([CH3:12])=[N:9]2 |f:3.4,7.8.9,10.11.12|. Reported procedure: A mixture of trifluoromethanesulfonic acid 7-chloro-3-(4-chlorobenzyl)-2,4-dimethylquinolin-5-yl ester and trifluoromethanesulfonic acid 5-chloro-3-(4-chlorobenzyl)-2,4-dimethylquinolin-7-yl ester (0.86 g), tert-butyl-(1-methoxyvinyloxy)-dimethyl silane (2.0 mL), sodium acetate (0.18 g), bis(dibenzylideneacetone) palladium (0.05 g) and 1,1′-bis(diphenylphospino) ferrocene (0) (0.05 g) in N,N-dimethylformamide (11.0 mL) was heated by microwave irradiation at 120° C. for 15 minutes. The mixture wa... Starting materials: COc1ccc(C2=NC(c3ccc(Cl)cc3)C(c3ccc(Cl)cc3)N2C(=O)Cl)c(OC(C)C)c1, CCOc1ccccc1C1=NC(c2ccc(Cl)cc2)C(c2ccc(Cl)cc2)N1C(=O)N1CCN(CCS(C)(=O)=O)CC1. Product: COc1ccc(C2=NC(c3ccc(Cl)cc3)C(c3ccc(Cl)cc3)N2C(=O)N2CCN(CCS(C)(=O)=O)CC2)c(OC(C)C)c1. Reaction SMILES: [Cl:1][c:2]1[cH:3][cH:4][c:5]([CH:8]2[N:9]=[C:10]([c:23]3[c:24]([O:31][CH:32]([CH3:33])[CH3:34])[cH:25][c:26]([O:29][CH3:30])[cH:27][cH:28]3)[N:11]([C:20]([Cl:21])=[O:22])[CH:12]2[c:13]2[cH:14][cH:15][c:16]([Cl:19])[cH:17][cH:18]2)[cH:6][cH:7]1.[Cl:35][c:36]1[cH:37][cH:38][c:39]([CH:40]2[CH:41]([c:42]3[cH:43][cH:44][c:45]([Cl:46])[cH:47][cH:48]3)[N:49]([C:54](=[O:55])[N:56]3[CH2:57][CH2:58][N:59]([CH2:62][CH2:63][S:64](=[O:65])(=[O:66])[CH3:67])[CH2:60][CH2:61]3)[C:50]([c:51]3[cH:52][cH:53][cH:68][cH:69][c:70]3[O:71][CH2:72][CH3:73])=[N:74]2)[cH:75][cH:76]1>>[Cl:1][c:2]1[cH:3][cH:4][c:5]([CH:8]2[N:9]=[C:10]([c:23]3[c:24]([O:31][CH:32]([CH3:33])[CH3:34])[cH:25][c:26]([O:29][CH3:30])[cH:27][cH:28]3)[N:11]([C:54](=[O:55])[N:56]3[CH2:57][CH2:58][N:59]([CH2:62][CH2:63][S:64](=[O:65])(=[O:66])[CH3:67])[CH2:60][CH2:61]3)[CH:12]2[c:13]2[cH:14][cH:15][c:16]([Cl:19])[cH:17][cH:18]2)[cH:6][cH:7]1.